describe an organic reaction: reactants, conditions, products, and yield From a dataset of the Open Reaction Database (ORD), a public repository of structured organic reaction records. Reactants: C1(=CC=CC=C1)P(C1=CC=CC=C1)C1=CC=CC=C1 (triphenylphosphine), C1(CCCC1)C/C=C(/C(=O)O)\C1=CC(=C(C=C1)F)F ((E)-4-cyclopentyl-2-(3,4-difluoro-phenyl)-but-2-enoic acid), NC=1SC=CN1 (2-aminothiazole), BrN1C(CCC1=O)=O (N-bromosuccinimide). The solvent is C(Cl)Cl (methylene chloride), C(Cl)Cl (methylene chloride). Run at temperature 0 celsius, time 30 minute. Yields the product hexanes ethyl acetate, S1C(=NC=C1)NC(\C(=C\CC1CCCC1)\C1=CC(=C(C=C1)F)F)=O ((E)-4-cyclopentyl-2-(3,4-difluoro-phenyl)-but-2-enoic acid thiazol-2-ylamide). Yield: 52.9%. RXN SMILES: C1(P(C2C=CC=CC=2)C2C=CC=CC=2)C=CC=CC=1.BrN1C(=O)CCC1=O.[CH:28]1([CH2:33]/[CH:34]=[C:35](\[C:39]2[CH:44]=[CH:43][C:42]([F:45])=[C:41]([F:46])[CH:40]=2)/[C:36]([OH:38])=O)[CH2:32][CH2:31][CH2:30][CH2:29]1.[NH2:47][C:48]1[S:49][CH:50]=[CH:51][N:52]=1>C(Cl)Cl>[S:49]1[CH:50]=[CH:51][N:52]=[C:48]1[NH:47][C:36](=[O:38])/[C:35](/[C:39]1[CH:44]=[CH:43][C:42]([F:45])=[C:41]([F:46])[CH:40]=1)=[CH:34]/[CH2:33][CH:28]1[CH2:29][CH2:30][CH2:31][CH2:32]1. Procedure: A solution of triphenylphosphine (1.05 g, 4 mmol) in methylene chloride (15 mL) was cooled to 0° C. and then treated with N-bromosuccinimide (712 mg, 4 mmol). The reaction mixture was stirred at 0° C. for 30 min and then treated with a solution of (E)-4-cyclopentyl-2-(3,4-difluoro-phenyl)-but-2-enoic acid (0.63 g, 2.36 mmol) in methylene chloride (4 mL). The clear solution was stirred for 15 min at 0° C. and then allowed to warm to 25° C. where it was stirred for 1.5 h. The reaction mixture was ... The reactants are BrCCCCN1C(CNC2=C(C1=O)C=CC=C2)=O (4-(4-bromobutyl)-2,3,4,5-tetrahydro-1,4-benzodiazepine-3.5-dione), N1=C(N=CC=C1)N1CCNCC1 (1-(2-pyrimidinyl)piperazine). Solvent: O1CCOCC1 (dioxane). The product is N1=C(N=CC=C1)N1CCN(CC1)CCCCN1C(CNC2=C(C1=O)C=CC=C2)=O (4-(4-(4-(2-pyrimidinyl)piperazinyl)butyl)-2,3,4,5-tetrahydro-1,4-benzodiazepine-3,5-dione). The yield is 86.8%. RXN SMILES: Br[CH2:2][CH2:3][CH2:4][CH2:5][N:6]1[C:12](=[O:13])[C:11]2[CH:14]=[CH:15][CH:16]=[CH:17][C:10]=2[NH:9][CH2:8][C:7]1=[O:18].[N:19]1[CH:24]=[CH:23][CH:22]=[N:21][C:20]=1[N:25]1[CH2:30][CH2:29][NH:28][CH2:27][CH2:26]1>O1CCOCC1>[N:19]1[CH:24]=[CH:23][CH:22]=[N:21][C:20]=1[N:25]1[CH2:30][CH2:29][N:28]([CH2:2][CH2:3][CH2:4][CH2:5][N:6]2[C:12](=[O:13])[C:11]3[CH:14]=[CH:15][CH:16]=[CH:17][C:10]=3[NH:9][CH2:8][C:7]2=[O:18])[CH2:27][CH2:26]1. Procedure: To a solution of 70 mg of the compound of Example 14 dissolved in 10 ml of dioxane was added 111 mg (3 equivalents) of 1-(2-pyrimidinyl)piperazine, and the mixture heated under reflux for 8 hours. The reaction treatment and purification were conducted in the same manner as in Example 17 to obtain 77.0 mg of the desired compound (yield 87%). The maleate was obtained by converting the product to maleate, followed by recrystallization from methylene chloride-ether. Reactants: O=C(CCCN1CCN(CC1)C1=CC=CC=C1)C=1C=C2CCC(NC2=CC1)=O (6-[1-oxo-4-(4-phenylpiperazinyl)-butyl]-3,4-dihydrocarbostyril), [H][H] (hydrogen). The reagents and catalysts are [Pd] (palladium black). Solvent: O (water). Yields the product OC(CCCN1CCN(CC1)C1=CC=CC=C1)C=1C=C2CCC(NC2=CC1)=O (6-[1-hydroxy-4-(4-phenyl-1-piperazinyl)butyl]-3,4-dihydrocarbostyril). RXN SMILES: [O:1]=[C:2]([C:18]1[CH:19]=[C:20]2[C:25](=[CH:26][CH:27]=1)[NH:24][C:23](=[O:28])[CH2:22][CH2:21]2)[CH2:3][CH2:4][CH2:5][N:6]1[CH2:11][CH2:10][N:9]([C:12]2[CH:17]=[CH:16][CH:15]=[CH:14][CH:13]=2)[CH2:8][CH2:7]1.[H][H]>O.[Pd]>[OH:1][CH:2]([C:18]1[CH:19]=[C:20]2[C:25](=[CH:26][CH:27]=1)[NH:24][C:23](=[O:28])[CH2:22][CH2:21]2)[CH2:3][CH2:4][CH2:5][N:6]1[CH2:7][CH2:8][N:9]([C:12]2[CH:13]=[CH:14][CH:15]=[CH:16][CH:17]=2)[CH2:10][CH2:11]1. Reported procedure: 2.0 Grams of 6-[1-oxo-4-(4-phenylpiperazinyl)-butyl]-3,4-dihydrocarbostyril and 0.5 g of palladium black were dispersed in 80 ml of water and stirred at a room temperature under 2 atmospheric pressure of hydrogen gas for 5 hours. The reaction mixture was filtered for removing the palladium black and the mother liquor was concentrated under a reduced pressure and the residue thus obtained was crystallized from acetone and a small amount of ethanol. The crude crystals thus obtained were collected ... Reactants: CSc1nc(Cl)c(C#N)c(N2CCc3ccccc3CC2)n1, N. Yields the product CSc1nc(N)c(C#N)c(N2CCc3ccccc3CC2)n1. RXN SMILES: [Cl:1][c:2]1[n:3][c:4]([S:21][CH3:22])[n:5][c:6]([N:10]2[CH2:11][CH2:12][c:13]3[c:14]([cH:17][cH:18][cH:19][cH:20]3)[CH2:15][CH2:16]2)[c:7]1[C:8]#[N:9].[NH3:23]>>[c:2]1([NH2:23])[n:3][c:4]([S:21][CH3:22])[n:5][c:6]([N:10]2[CH2:11][CH2:12][c:13]3[c:14]([cH:17][cH:18][cH:19][cH:20]3)[CH2:15][CH2:16]2)[c:7]1[C:8]#[N:9]. The reactants are BrC1=CC(=NC(=C1)CN1CCN(CC1)C(C1=C(C(=CC=C1)Cl)F)=O)NC=1SC=CN1 (4-bromo-6-((4-(3-chloro-2-fluorobenzoyl)piperazin-1-yl)methyl)-N-thiazol-2-ylpyridin-2-amine), N1C(CCC1)=O (pyrrolidin-2-one), P(=O)([O-])([O-])[O-].[K+].[K+].[K+] (potassium phosphate), CC1(C2=CC=CC(=C2OC=2C(=CC=CC12)P(C1=CC=CC=C1)C1=CC=CC=C1)P(C1=CC=CC=C1)C1=CC=CC=C1)C (9,9-dimethyl-4,5-bis(diphenylphosphino)xanthene). Solvent: C(C)(=O)OCC (ethyl acetate), O1CCOCC1 (1,4-dioxane). Conditions: temperature 100 celsius, time 3 hour. The product is ClC=1C(=C(C(=O)N2CCN(CC2)CC2=NC(=CC(=C2)N2C(CCC2)=O)NC=2SC=CN2)C=CC1)F (1-(2-((4-(3-chloro-2-fluorobenzoyl)piperazin-1-yl)methyl)-6-(thiazol-2-ylamino)pyridin-4-yl)pyrrolidin-2-one). RXN SMILES: Br[C:2]1[CH:7]=[C:6]([CH2:8][N:9]2[CH2:14][CH2:13][N:12]([C:15](=[O:24])[C:16]3[CH:21]=[CH:20][CH:19]=[C:18]([Cl:22])[C:17]=3[F:23])[CH2:11][CH2:10]2)[N:5]=[C:4]([NH:25][C:26]2[S:27][CH:28]=[CH:29][N:30]=2)[CH:3]=1.[NH:31]1[CH2:35][CH2:34][CH2:33][C:32]1=[O:36].P([O-])([O-])([O-])=O.[K+].[K+].[K+].CC1(C)C2C=CC=C(P(C3C=CC=CC=3)C3C=CC=CC=3)C=2OC2C1=CC=CC=2P(C1C=CC=CC=1)C1C=CC=CC=1>O1CCOCC1.C(OCC)(=O)C>[Cl:22][C:18]1[C:17]([F:23])=[C:16]([CH:21]=[CH:20][CH:19]=1)[C:15]([N:12]1[CH2:13][CH2:14][N:9]([CH2:8][C:6]2[CH:7]=[C:2]([N:31]3[CH2:35][CH2:34][CH2:33][C:32]3=[O:36])[CH:3]=[C:4]([NH:25][C:26]3[S:27][CH:28]=[CH:29][N:30]=3)[N:5]=2)[CH2:10][CH2:11]1)=[O:24] |f:2.3.4.5|. Procedure: To a solution of 25.5 mg of 4-bromo-6-((4-(3-chloro-2-fluorobenzoyl)piperazin-1-yl)methyl)-N-thiazol-2-ylpyridin-2-amine obtained in Example 81 in 1 mL of 1,4-dioxane was added 0.011 mL of pyrrolidin-2-one, 32 mg of potassium phosphate, 8.7 mg of 9,9-dimethyl-4,5-bis(diphenylphosphino)xanthene and 7.8 mg of tris(dibenzylideneacetone)dipalladium(0)-chloroform complex, successively. The reaction solution was stirred at 100° C. for 3 hours. The reaction solution was cooled, diluted with ethyl aceta... Reaction SMILES: [CH2:1]([CH:2]([CH3:3])[CH3:4])[c:5]1[c:6]([N+:13]([O-:14])=[O:15])[c:7]([C:10](=[O:11])[NH2:12])[n:8][nH:9]1.[CH3:16][CH2:17][OH:18]>>[CH2:1]([CH:2]([CH3:3])[CH3:4])[c:5]1[c:6]([NH2:13])[c:7]([C:10](=[O:11])[NH2:12])[n:8][nH:9]1. Yields the product CC(C)Cc1[nH]nc(C(N)=O)c1N. The reactants are CC(C)Cc1[nH]nc(C(N)=O)c1[N+](=O)[O-], CCO. Starting materials: CS(C)=O, ClCCl, [K+], O=C(NCCc1ccc(Oc2ccccc2)cc1)c1ccc(N2CCOCC2)nc1, [OH-], O, CN1CCC(O)CC1. The product is CN1CCC(Oc2ccc(C(=O)NCCc3ccc(Oc4ccccc4)cc3)cn2)CC1. As a reaction SMILES: [CH3:41][S:42]([CH3:43])=[O:44].[Cl:45][CH2:46][Cl:47].[K+:40].[O:1]1[CH2:2][CH2:3][N:4]([c:7]2[n:8][cH:9][c:10]([C:11](=[O:12])[NH:13][CH2:14][CH2:15][c:16]3[cH:17][cH:18][c:19]([O:22][c:23]4[cH:24][cH:25][cH:26][cH:27][cH:28]4)[cH:20][cH:21]3)[cH:29][cH:30]2)[CH2:5][CH2:6]1.[OH-:39].[OH2:48].[OH:31][CH:32]1[CH2:33][CH2:34][N:35]([CH3:38])[CH2:36][CH2:37]1>>[c:7]1([O:31][CH:32]2[CH2:33][CH2:34][N:35]([CH3:38])[CH2:36][CH2:37]2)[n:8][cH:9][c:10]([C:11](=[O:12])[NH:13][CH2:14][CH2:15][c:16]2[cH:17][cH:18][c:19]([O:22][c:23]3[cH:24][cH:25][cH:26][cH:27][cH:28]3)[cH:20][cH:21]2)[cH:29][cH:30]1. The reactants are C1CCOC1, COCCCOc1cc(CC(CC(N=[N+]=[N-])C(CC(C(=O)NCCN2CCCCC2)C(C)C)O[Si](C)(C)C(C)(C)C)C(C)C)ccc1OC, O. The product is COCCCOc1cc(CC(CC(N=[N+]=[N-])C(O)CC(C(=O)NCCN2CCCCC2)C(C)C)C(C)C)ccc1OC. Reaction SMILES: [CH2:51]1[O:52][CH2:53][CH2:54][CH2:55]1.[N:1]1([CH2:7][CH2:8][NH:9][C:10]([CH:11]([CH2:12][CH:13]([CH:14]([CH2:15][CH:16]([CH:17]([CH3:18])[CH3:19])[CH2:20][c:21]2[cH:22][c:23]([O:29][CH2:30][CH2:31][CH2:32][O:33][CH3:34])[c:24]([O:27][CH3:28])[cH:25][cH:26]2)[N:35]=[N+:36]=[N-:37])[O:38][Si:39]([C:40]([CH3:41])([CH3:42])[CH3:43])([CH3:44])[CH3:45])[CH:46]([CH3:47])[CH3:48])=[O:49])[CH2:2][CH2:3][CH2:4][CH2:5][CH2:6]1.[OH2:50]>>[N:1]1([CH2:7][CH2:8][NH:9][C:10]([CH:11]([CH2:12][CH:13]([CH:14]([CH2:15][CH:16]([CH:17]([CH3:18])[CH3:19])[CH2:20][c:21]2[cH:22][c:23]([O:29][CH2:30][CH2:31][CH2:32][O:33][CH3:34])[c:24]([O:27][CH3:28])[cH:25][cH:26]2)[N:35]=[N+:36]=[N-:37])[OH:38])[CH:46]([CH3:47])[CH3:48])=[O:49])[CH2:2][CH2:3][CH2:4][CH2:5][CH2:6]1. The reactants are CCOC(=O)C(C)(C)S(=O)(=O)CCCC(F)(F)F, C1CCOC1, C[Si](C)(C)[O-], Cl, [K+]. Yields the product CC(C)(C(=O)O)S(=O)(=O)CCCC(F)(F)F. As a reaction SMILES: [CH2:1]([CH3:2])[O:3][C:4]([C:5]([CH3:6])([S:7](=[O:8])(=[O:9])[CH2:10][CH2:11][CH2:12][C:13]([F:14])([F:15])[F:16])[CH3:17])=[O:18].[CH2:26]1[O:27][CH2:28][CH2:29][CH2:30]1.[CH3:19][Si:20]([CH3:21])([CH3:22])[O-:23].[ClH:25].[K+:24]>>[O:3]=[C:4]([C:5]([CH3:6])([S:7](=[O:8])(=[O:9])[CH2:10][CH2:11][CH2:12][C:13]([F:14])([F:15])[F:16])[CH3:17])[OH:18].